From a dataset of the Open Reaction Database (ORD), a public repository of structured organic reaction records. describe an organic reaction: reactants, conditions, products, and yield Reactants: CN(C)Cc1cc(Br)c(C=O)s1, NN=C(c1ccccc1)c1ccccc1, CCO. Product: CN(C)Cc1cc(Br)c(C=NN=C(c2ccccc2)c2ccccc2)s1. RXN SMILES: [Br:1][c:2]1[c:3]([CH:11]=[O:12])[s:4][c:5]([CH2:7][N:8]([CH3:9])[CH3:10])[cH:6]1.[C:13]([c:14]1[cH:15][cH:16][cH:17][cH:18][cH:19]1)([c:20]1[cH:21][cH:22][cH:23][cH:24][cH:25]1)=[N:26][NH2:27].[CH3:28][CH2:29][OH:30]>>[Br:1][c:2]1[c:3]([CH:11]=[N:27][N:26]=[C:13]([c:14]2[cH:15][cH:16][cH:17][cH:18][cH:19]2)[c:20]2[cH:21][cH:22][cH:23][cH:24][cH:25]2)[s:4][c:5]([CH2:7][N:8]([CH3:9])[CH3:10])[cH:6]1. The reactants are CN(C)CCCl, CCO, Cl, Nc1cc([N+](=O)[O-])cc2c1OCC2, [Na+], [Na+], O=C([O-])[O-]. Reaction SMILES: [CH3:15][N:16]([CH2:17][CH2:18][Cl:19])[CH3:20].[CH3:27][CH2:28][OH:29].[ClH:14].[NH2:1][c:2]1[cH:3][c:4]([N+:11](=[O:12])[O-:13])[cH:5][c:6]2[c:10]1[O:9][CH2:8][CH2:7]2.[Na+:21].[Na+:22].[O-:23][C:24](=[O:25])[O-:26]>>[NH:1]([c:2]1[cH:3][c:4]([N+:11](=[O:12])[O-:13])[cH:5][c:6]2[c:10]1[O:9][CH2:8][CH2:7]2)[CH2:18][CH2:17][N:16]([CH3:15])[CH3:20]. Product: CN(C)CCNc1cc([N+](=O)[O-])cc2c1OCC2. Reactants: C(C)OC(=O)[C@H]1O[C@@H]1C(N[C@H](C(NCC#C)=O)CC=1N=CSC1)=O ((2S,3S)-ethyl-3-((S)-1-oxo-1-(prop-2-ynylamino)-3-(thiazol-4-yl)propan-2-ylcarbamoyl)oxirane-2-carboxylate), N(=[N+]=[N-])C1=CC=C(C=C1)F (1-azido-4-fluorobenzene), CCCC[Sn](CCCC)(CCCC)OC(=O)C (TBTA). Reagents/catalysts: [O-]S(=O)(=O)[O-].[Cu+2] (CuSO4). The solvent is CC(C)(C)O.CCO.O (t-BuOH EtOH H2O). The product is C(C)OC(=O)[C@H]1O[C@@H]1C(N[C@H](C(=O)NCC=1N=NN(C1)C1=CC=C(C=C1)F)CC=1N=CSC1)=O ((2S,3S)-ethyl-3-((S)-1-((1-(4-fluorophenyl)-1H-1,2,3-triazol-4-yl)methylamino)-1-oxo-3-(thiazol-4-yl)propan-2-ylcarbamoyl)oxirane-2-carboxylate). The yield is 89.6%. As a reaction SMILES: [CH2:1]([O:3][C:4]([C@@H:6]1[C@@H:8]([C:9](=[O:24])[NH:10][C@@H:11]([CH2:18][C:19]2[N:20]=[CH:21][S:22][CH:23]=2)[C:12](=[O:17])[NH:13][CH2:14][C:15]#[CH:16])[O:7]1)=[O:5])[CH3:2].[N:25]([C:28]1[CH:33]=[CH:32][C:31]([F:34])=[CH:30][CH:29]=1)=[N+:26]=[N-:27].CCCC[Sn](OC(C)=O)(CCCC)CCCC>CC(O)(C)C.CCO.O.[O-]S([O-])(=O)=O.[Cu+2]>[CH2:1]([O:3][C:4]([C@@H:6]1[C@@H:8]([C:9](=[O:24])[NH:10][C@@H:11]([CH2:18][C:19]2[N:20]=[CH:21][S:22][CH:23]=2)[C:12]([NH:13][CH2:14][C:15]2[N:27]=[N:26][N:25]([C:28]3[CH:33]=[CH:32][C:31]([F:34])=[CH:30][CH:29]=3)[CH:16]=2)=[O:17])[O:7]1)=[O:5])[CH3:2] |f:3.4.5,6.7|. Procedure details: The general click procedure was used substituting the following quantities: 37 (27.3 mg, 0.08 mmol); 1-azido-4-fluorobenzene (10.4 mg, 0.08 mmol); CuSO4 (2.0 mg, 0.01 mmol); NaAsc (6.0 mg, 0.03 mmol); TBTA (5.0 mg, 0.01 mmol); in t-BuOH/EtOH/H2O (2:1:0.5); afforded the 39 as a white solid (35 mg, 92.2%). 1H NMR (CDCl3, 400 MHz): δ 8.73-8.72 (d, 1H, J=1.91 Hz); 7.90 (s, 1H); 7.74-7.67 (m, 3H); 7.58-7.55 (t, 1H); 7.24-7.18 (t, 2H); 7.07-7.06 (d, 1H, J=1.71 Hz); 4.84-4.79 (q, 1H); 4.54-4.50 (d, 2H,... The reactants are C[SiH](C)OC1(COS(C)(=O)=O)CC(C(C)(C)C)CN1C(=O)OC(C)(C)C, C1CCOC1, CCOC(C)=O, O, NS(=O)(=O)c1ccc(S)cc1. The product is C[SiH](C)OC1(CSc2ccc(S(N)(=O)=O)cc2)CC(C(C)(C)C)CN1C(=O)OC(C)(C)C. Reaction SMILES: [C:1]([CH3:2])([CH3:3])([CH3:4])[O:5][C:6](=[O:7])[N:8]1[C:9]([CH2:17][O:18][S:19]([CH3:20])(=[O:21])=[O:22])([O:23][SiH:24]([CH3:25])[CH3:26])[CH2:10][CH:11]([C:13]([CH3:14])([CH3:15])[CH3:16])[CH2:12]1.[CH2:45]1[O:46][CH2:47][CH2:48][CH2:49]1.[CH3:38][CH2:39][O:40][C:41](=[O:42])[CH3:43].[OH2:44].[SH:27][c:28]1[cH:29][cH:30][c:31]([S:34](=[O:35])(=[O:36])[NH2:37])[cH:32][cH:33]1>>[C:1]([CH3:2])([CH3:3])([CH3:4])[O:5][C:6](=[O:7])[N:8]1[C:9]([CH2:17][S:27][c:28]2[cH:29][cH:30][c:31]([S:34](=[O:35])(=[O:36])[NH2:37])[cH:32][cH:33]2)([O:23][SiH:24]([CH3:25])[CH3:26])[CH2:10][CH:11]([C:13]([CH3:14])([CH3:15])[CH3:16])[CH2:12]1. Starting materials: OC(C[C@@]1(CCN(C(O1)=O)[C@@H](C)C1=CC=C(C=C1)C1=NC=C(C(=O)OC)C=C1)C1=CC=CC=C1)(C)C (Methyl 6-(4-((S)-1-((S)-6-(2-hydroxy-2-methylpropyl)-2-oxo-6-phenyl-1,3-oxazinan-3-yl)ethyl)phenyl)nicotinate), NC.CO (NH2Me MeOH). Conditions: time 8 hour. Yields the product OC(C[C@@]1(CCN(C(O1)=O)[C@@H](C)C1=CC=C(C=C1)C1=NC=C(C(=O)NC)C=C1)C1=CC=CC=C1)(C)C (6-(4-((S)-1-((S)-6-(2-hydroxy-2-methylpropyl)-2-oxo-6-phenyl-1,3-oxazinan-3-yl) ethyl)phenyl)-N-methylnicotinamide). The yield is 36.0%. Reaction SMILES: [OH:1][C:2]([CH3:36])([CH3:35])[CH2:3][C@@:4]1([C:29]2[CH:34]=[CH:33][CH:32]=[CH:31][CH:30]=2)[O:9][C:8](=[O:10])[N:7]([C@H:11]([C:13]2[CH:18]=[CH:17][C:16]([C:19]3[CH:28]=[CH:27][C:22]([C:23](OC)=[O:24])=[CH:21][N:20]=3)=[CH:15][CH:14]=2)[CH3:12])[CH2:6][CH2:5]1.[NH2:37][CH3:38].CO>>[OH:1][C:2]([CH3:36])([CH3:35])[CH2:3][C@@:4]1([C:29]2[CH:30]=[CH:31][CH:32]=[CH:33][CH:34]=2)[O:9][C:8](=[O:10])[N:7]([C@H:11]([C:13]2[CH:14]=[CH:15][C:16]([C:19]3[CH:28]=[CH:27][C:22]([C:23]([NH:37][CH3:38])=[O:24])=[CH:21][N:20]=3)=[CH:17][CH:18]=2)[CH3:12])[CH2:6][CH2:5]1 |f:1.2|. Procedure details: Methyl 6-(4-((S)-1-((S)-6-(2-hydroxy-2-methylpropyl)-2-oxo-6-phenyl-1,3-oxazinan-3-yl)ethyl)phenyl)nicotinate (150 mg, 0.307 mmol) was dissolved in NH2Me/MeOH (10 mL). The mixture was stirred at rt overnight. The solvent was removed in vacuo to give the crude product, which was purified by preparative HPLC and chiral HPLC to afford 6-(4-((S)-1-((S)-6-(2-hydroxy-2-methylpropyl)-2-oxo-6-phenyl-1,3-oxazinan-3-yl) ethyl)phenyl)-N-methylnicotinamide (54 mg, 36%). LC-MS Method 2 tR=1.117 min, m/z=430.... Starting materials: Cc1csc(Nc2cc(Sc3ccccc3)ccn2)n1, ClCCl, O=C(OO)c1cccc(Cl)c1. The product is Cc1csc(Nc2cc(S(=O)c3ccccc3)ccn2)n1. As a reaction SMILES: [CH3:1][c:2]1[n:3][c:4]([NH:7][c:8]2[n:9][cH:10][cH:11][c:12]([S:14][c:15]3[cH:16][cH:17][cH:18][cH:19][cH:20]3)[cH:13]2)[s:5][cH:6]1.[Cl:32][CH2:33][Cl:34].[OH:21][O:22][C:23]([c:24]1[cH:25][c:26]([Cl:27])[cH:28][cH:29][cH:30]1)=[O:31]>>[CH3:1][c:2]1[n:3][c:4]([NH:7][c:8]2[n:9][cH:10][cH:11][c:12]([S:14]([c:15]3[cH:16][cH:17][cH:18][cH:19][cH:20]3)=[O:21])[cH:13]2)[s:5][cH:6]1.